Dataset: the Open Reaction Database (ORD), a public repository of structured organic reaction records. Task: describe an organic reaction: reactants, conditions, products, and yield The reactants are C1(=CC=CC=C1)C1=NC=CC(=N1)CCl (2-phenyl-4-chloromethylpyrimidine), C(C1=CC=CC=C1)C1CCNCC1 (4-benzylpiperidine), C(C)(C)N(C(C)C)CC (N,N-diisopropylethylamine). Solvent: C(Cl)(Cl)Cl (chloroform). Yields the product C1(=CC=CC=C1)C1=NC=CC(=N1)CN1CCC(CC1)CC1=CC=CC=C1 (2-phenyl-4-[(4-benzyl-piperidin-1-yl)methyl]-pyrimidine). As a reaction SMILES: [C:1]1([C:7]2[N:12]=[C:11]([CH2:13]Cl)[CH:10]=[CH:9][N:8]=2)[CH:6]=[CH:5][CH:4]=[CH:3][CH:2]=1.[CH2:15]([CH:22]1[CH2:27][CH2:26][NH:25][CH2:24][CH2:23]1)[C:16]1[CH:21]=[CH:20][CH:19]=[CH:18][CH:17]=1.C(N(CC)C(C)C)(C)C>C(Cl)(Cl)Cl>[C:1]1([C:7]2[N:12]=[C:11]([CH2:13][N:25]3[CH2:26][CH2:27][CH:22]([CH2:15][C:16]4[CH:21]=[CH:20][CH:19]=[CH:18][CH:17]=4)[CH2:23][CH2:24]3)[CH:10]=[CH:9][N:8]=2)[CH:6]=[CH:5][CH:4]=[CH:3][CH:2]=1. Reported procedure: To a solution of 50 mg of 2-phenyl-4-chloromethylpyrimidine in 5 mL chloroform was added 80 mg 4-benzylpiperidine and 1 mL of N,N-diisopropylethylamine. The reaction mixture was heated at reflux temperature for 4 hr, cooled to room temperature, washed with 5 mL 1N sodium hydroxide solution and the solvent removed by evaporation under reduced pressure to yield 2-phenyl-4-[(4-benzyl-piperidin-1-yl)methyl]-pyrimidine. This material was purified by chromatography on silica gel using 5% methanol in d... The reactants are C(C)(C)OC(C)C (isopropyl ether), solution, C1CCC2=CC=CC(=C12)C#N (7-indanecarbonitrile), CC(C)=C(C)C (2,3-dimethyl-2-butene), [OH-].[Na+] (sodium hydroxide), OO (hydrogen peroxide). Run in O (water), O (water), O1CCCC1 (tetrahydrofuran), O1CCCC1 (tetrahydrofuran). Reaction conditions: temperature 0 celsius, time 15 minute. Product: OC1CC=2C=CC=C(C2C1)C#N ((RS) 2-hydroxy-4-indanecarbonitrile). RXN SMILES: CC(=C(C)C)C.[CH2:7]1[C:15]2[C:10](=[CH:11][CH:12]=[CH:13][C:14]=2[C:16]#[N:17])[CH2:9][CH2:8]1.[OH-].[Na+].OO.C([O:25]C(C)C)(C)C>O1CCCC1.O>[OH:25][CH:8]1[CH2:7][C:15]2[C:14]([C:16]#[N:17])=[CH:13][CH:12]=[CH:11][C:10]=2[CH2:9]1 |f:2.3|. Procedure details: 42 ml of a 1M solution of boran-tetrahydrofuran complex is cooled to 0° C., 3.7 ml of 2,3-dimethyl-2-butene in 20 ml of tetrahydrofuran is added and agitation is carried out for one hour 15 minutes at 0° C. 1.98 g of product obtained in Stage A in 20 ml of tetrahydrofuran is introduced at 0° C. over 40 minutes, with agitation for 1/4 hour at 0° C., and the temperature is allowed to rise to +14° C. over 3 hours. After cooling to 0° C., 5 ml of water is added drop by drop with agitation for 5 minu... Starting materials: CC(C)(C)c1cc(-c2ccc([N+](=O)[O-])cc2)cc(C(C)(C)C)c1O, CCOC(C)=O, [H][H]. Reaction SMILES: [C:1]([CH3:2])([CH3:3])([CH3:4])[c:5]1[c:6]([OH:24])[c:7]([C:20]([CH3:21])([CH3:22])[CH3:23])[cH:8][c:9](-[c:11]2[cH:12][cH:13][c:14]([N+:17]([O-:18])=[O:19])[cH:15][cH:16]2)[cH:10]1.[CH3:27][CH2:28][O:29][C:30](=[O:31])[CH3:32].[H:25][H:26]>>[C:1]([CH3:2])([CH3:3])([CH3:4])[c:5]1[c:6]([OH:24])[c:7]([C:20]([CH3:21])([CH3:22])[CH3:23])[cH:8][c:9](-[c:11]2[cH:12][cH:13][c:14]([NH2:17])[cH:15][cH:16]2)[cH:10]1. Yields the product CC(C)(C)c1cc(-c2ccc(N)cc2)cc(C(C)(C)C)c1O. The reactants are COc1ccc(NC(=O)CN(Cc2ccc(SC(C)(C)C(=O)OC(C)(C)C)cc2)Cc2ccco2)c(C)c1, ClCCl, O=C(O)C(F)(F)F. Yields the product COc1ccc(NC(=O)CN(Cc2ccc(SC(C)(C)C(=O)O)cc2)Cc2ccco2)c(C)c1. As a reaction SMILES: [CH3:1][c:2]1[c:3]([NH:10][C:11]([CH2:12][N:13]([CH2:14][c:15]2[o:16][cH:17][cH:18][cH:19]2)[CH2:20][c:21]2[cH:22][cH:23][c:24]([S:27][C:28]([C:29](=[O:30])[O:31][C:32]([CH3:33])([CH3:34])[CH3:35])([CH3:36])[CH3:37])[cH:25][cH:26]2)=[O:38])[cH:4][cH:5][c:6]([O:8][CH3:9])[cH:7]1.[Cl:46][CH2:47][Cl:48].[OH:39][C:40]([C:41]([F:42])([F:43])[F:44])=[O:45]>>[CH3:1][c:2]1[c:3]([NH:10][C:11]([CH2:12][N:13]([CH2:14][c:15]2[o:16][cH:17][cH:18][cH:19]2)[CH2:20][c:21]2[cH:22][cH:23][c:24]([S:27][C:28]([C:29](=[O:30])[OH:31])([CH3:36])[CH3:37])[cH:25][cH:26]2)=[O:38])[cH:4][cH:5][c:6]([O:8][CH3:9])[cH:7]1. The reactants are Cc1ccc(S(=O)(=O)OCC2Cc3cc(C(F)(F)F)cc(-c4cccc(Cl)c4Cl)c3O2)cc1, CN, Cl. The product is CNCC1Cc2cc(C(F)(F)F)cc(-c3cccc(Cl)c3Cl)c2O1. RXN SMILES: [CH3:2][c:3]1[cH:4][cH:5][c:6]([S:7]([O:8][CH2:13][CH:14]2[O:15][c:16]3[c:17]([cH:19][c:20]([C:31]([F:32])([F:33])[F:34])[cH:21][c:22]3-[c:23]3[c:24]([Cl:30])[c:25]([Cl:29])[cH:26][cH:27][cH:28]3)[CH2:18]2)(=[O:9])=[O:10])[cH:11][cH:12]1.[CH3:35][NH2:36].[ClH:1]>>[CH2:13]([CH:14]1[O:15][c:16]2[c:17]([cH:19][c:20]([C:31]([F:32])([F:33])[F:34])[cH:21][c:22]2-[c:23]2[c:24]([Cl:30])[c:25]([Cl:29])[cH:26][cH:27][cH:28]2)[CH2:18]1)[NH:36][CH3:35]. The reactants are CC1(C)C(=O)OC1Cc1ccccc1, CO, Cl, [K+], NO, [OH-]. The product is CC(C)(C(=O)NO)C(O)Cc1ccccc1. As a reaction SMILES: [CH2:1]([c:2]1[cH:3][cH:4][cH:5][cH:6][cH:7]1)[CH:8]1[C:9]([CH3:13])([CH3:14])[C:10](=[O:12])[O:11]1.[CH3:20][OH:21].[ClH:15].[K+:19].[NH2:16][OH:17].[OH-:18]>>[CH2:1]([c:2]1[cH:3][cH:4][cH:5][cH:6][cH:7]1)[CH:8]([C:9]([C:10](=[O:12])[NH:16][OH:17])([CH3:13])[CH3:14])[OH:11]. Starting materials: O=Cc1ccc(OCc2ccccc2)cc1O, C=CC#N, C1CN2CCN1CC2. Product: N#CC1=Cc2ccc(OCc3ccccc3)cc2OC1. Reaction SMILES: [CH2:1]([c:2]1[cH:3][cH:4][cH:5][cH:6][cH:7]1)[O:8][c:9]1[cH:10][c:11]([OH:17])[c:12]([CH:13]=[O:14])[cH:15][cH:16]1.[CH2:26]=[CH:27][C:28]#[N:29].[N:18]12[CH2:19][CH2:20][N:21]([CH2:22][CH2:23]1)[CH2:24][CH2:25]2>>[CH2:1]([c:2]1[cH:3][cH:4][cH:5][cH:6][cH:7]1)[O:8][c:9]1[cH:10][c:11]2[c:12]([cH:15][cH:16]1)[CH:13]=[C:27]([C:28]#[N:29])[CH2:26][O:17]2.